This data is from the Open Reaction Database (ORD), a public repository of structured organic reaction records. The task is: describe an organic reaction: reactants, conditions, products, and yield Starting materials: COc1cc[nH]c1C=C1C(=O)Nc2ccc([N+](=O)[O-])c(Br)c21, O=C([O-])[O-], COC(=O)c1ccc(B(O)O)cc1, COCCOC, [Na+], [Na+]. The product is COC(=O)c1ccc(-c2c([N+](=O)[O-])ccc3c2C(=Cc2[nH]ccc2OC)C(=O)N3)cc1. As a reaction SMILES: [Br:14][c:15]1[c:16]2[c:20]([cH:21][cH:22][c:23]1[N+:24](=[O:25])[O-:26])[NH:19][C:18](=[O:27])[C:17]2=[CH:28][c:29]1[nH:30][cH:31][cH:32][c:33]1[O:34][CH3:35].[C:36](=[O:37])([O-:38])[O-:39].[CH3:1][O:2][C:3](=[O:4])[c:5]1[cH:6][cH:7][c:8]([B:11]([OH:12])[OH:13])[cH:9][cH:10]1.[CH3:42][O:43][CH2:44][CH2:45][O:46][CH3:47].[Na+:40].[Na+:41]>>[CH3:1][O:2][C:3](=[O:4])[c:5]1[cH:6][cH:7][c:8](-[c:15]2[c:16]3[c:20]([cH:21][cH:22][c:23]2[N+:24](=[O:25])[O-:26])[NH:19][C:18](=[O:27])[C:17]3=[CH:28][c:29]2[nH:30][cH:31][cH:32][c:33]2[O:34][CH3:35])[cH:9][cH:10]1. The reactants are C1(=CC=C(C=C1)N)N (1,4-phenylenediamine), C1(=CC=CC=C1)S(=O)(=O)N1C=C(C=2C1=NC=CC2)C2=NC(=NC=C2)Cl (1-benzenesulfonyl-3-(2-chloro-pyrimidin-4-yl)-1H-pyrrolo[2,3-b]pyridine). Procedure details: Using the procedure of example 1, 1,4-phenylenediamine (175 mg) was reacted with compound 1f (100 mg) to provide compound 37 (40 mg, 25%). 1H NMR (400 MHz, CD3OD) δ 8.43 (d, J=8.0 Hz, 1H), 8.23 (d, J=8.0 Hz, 1H), 8.20 (s, 1H), 8.18 (d, J=4.8 Hz, 1H), 7.36 (m, 1H), 7.33 (d, J=8.0 Hz, 1H), 7.18 (dd, J=8.0 Hz, 5.6 Hz, 1H), 7.11 (d, J=5.2 Hz, 1H), 6.84 (d, J=8.0 Hz, 1H), 6.80 (d, J=8.0 Hz, 1H). MS (ESI) m/z: 301 (M+H)+. The product is NC1=CC=C(C=C1)NC1=NC=CC(=N1)C1=CNC2=NC=CC=C21 ((4-Aminophenyl)-[4-(1H-pyrrolo[2,3-b]pyridin-3-yl)-pyrimidin-2-yl]-amine). As a reaction SMILES: [C:1]1([NH2:8])[CH:6]=[CH:5][C:4]([NH2:7])=[CH:3][CH:2]=1.C1(S([N:18]2[C:22]3=[N:23][CH:24]=[CH:25][CH:26]=[C:21]3[C:20]([C:27]3[CH:32]=[CH:31][N:30]=[C:29](Cl)[N:28]=3)=[CH:19]2)(=O)=O)C=CC=CC=1>>[NH2:7][C:4]1[CH:5]=[CH:6][C:1]([NH:8][C:29]2[N:28]=[C:27]([C:20]3[C:21]4[C:22](=[N:23][CH:24]=[CH:25][CH:26]=4)[NH:18][CH:19]=3)[CH:32]=[CH:31][N:30]=2)=[CH:2][CH:3]=1. Yield: 49.1%. Reactants: O (water), [OH-].[Na+] (NaOH), O (water), solution, [H-].[Al+3].[Li+].[H-].[H-].[H-] (lithium aluminium hydride), C(C1=CC=CC=C1)(C1=CC=CC=C1)(C1=CC=CC=C1)N1[C@@H](C(=O)N)CCC1 (1-Trityl-D-prolinamide). Run in C1CCOC1 (THF), C1CCOC1 (THF). Conditions: temperature 70 celsius, time 30 minute. Product: C(C1=CC=CC=C1)(C1=CC=CC=C1)(C1=CC=CC=C1)N1[C@H](CCC1)CN (1-[(2R)-1-Tritylpyrrolidin-2-yl]methanamine). Isolated yield 94.8%. As a reaction SMILES: [H-].[Al+3].[Li+].[H-].[H-].[H-].[C:7]([N:26]1[CH2:33][CH2:32][CH2:31][C@@H:27]1[C:28]([NH2:30])=O)([C:20]1[CH:25]=[CH:24][CH:23]=[CH:22][CH:21]=1)([C:14]1[CH:19]=[CH:18][CH:17]=[CH:16][CH:15]=1)[C:8]1[CH:13]=[CH:12][CH:11]=[CH:10][CH:9]=1.O.[OH-].[Na+]>C1COCC1>[C:7]([N:26]1[CH2:33][CH2:32][CH2:31][C@@H:27]1[CH2:28][NH2:30])([C:14]1[CH:15]=[CH:16][CH:17]=[CH:18][CH:19]=1)([C:20]1[CH:25]=[CH:24][CH:23]=[CH:22][CH:21]=1)[C:8]1[CH:9]=[CH:10][CH:11]=[CH:12][CH:13]=1 |f:0.1.2.3.4.5,8.9|. Procedure: Under cold conditions (ice bath) and under an inert atmosphere, 60 ml (61.6 mmol) of a solution of lithium aluminium hydride (1N) in THF are added dropwise to 11 g (30.8 mmol) of the compound obtained from step 1.8 suspended in THF (60 ml). After addition, the reaction mixture is heated for 3 hours at 70° C. and then cooled to 0° C. 2.8 ml of water (formation of a precipitate), 2.8 ml of NaOH solution (1N) and 8.3 ml of water are then successively added dropwise. This mixture is stirred for 30 m... Starting materials: [Br-], ClCCN(CCCl)Cc1ccccc1, CCCCCCCCCCCCCCCC[P+](CCCC)(CCCC)CCCC, Cl, Cl, [Na+], C1COCCO1, [OH-], N#CCc1ccncc1. The product is Cl, N#CC1(c2ccncc2)CCN(Cc2ccccc2)CC1. Reaction SMILES: [Br-:34].[CH2:11]([c:12]1[cH:13][cH:14][cH:15][cH:16][cH:17]1)[N:18]([CH2:19][CH2:20][Cl:21])[CH2:22][CH2:23][Cl:24].[CH2:35]([P+:36]([CH2:37][CH2:38][CH2:39][CH3:40])([CH2:41][CH2:42][CH2:43][CH3:44])[CH2:45][CH2:46][CH2:47][CH3:48])[CH2:49][CH2:50][CH2:51][CH2:52][CH2:53][CH2:54][CH2:55][CH2:56][CH2:57][CH2:58][CH2:59][CH2:60][CH2:61][CH2:62][CH3:63].[ClH:10].[ClH:27].[Na+:26].[O:28]1[CH2:29][CH2:30][O:31][CH2:32][CH2:33]1.[OH-:25].[n:1]1[cH:2][cH:3][c:4]([CH2:7][C:8]#[N:9])[cH:5][cH:6]1>>[ClH:21].[n:1]1[cH:2][cH:3][c:4]([C:7]2([C:8]#[N:9])[CH2:20][CH2:19][N:18]([CH2:11][c:12]3[cH:13][cH:14][cH:15][cH:16][cH:17]3)[CH2:22][CH2:23]2)[cH:5][cH:6]1. The reactants are CC(C)=CCCC(C)CCO (citronellol). Run in C(C)(=O)O (acetic acid). Reaction conditions: time 8 hour. Product: CC(C)=CCCC(C)CC=O (citronellal). As a reaction SMILES: [CH3:1][C:2](=[CH:4][CH2:5][CH2:6][CH:7]([CH2:9][CH2:10][OH:11])[CH3:8])[CH3:3]>C(O)(=O)C>[CH3:1][C:2](=[CH:4][CH2:5][CH2:6][CH:7]([CH2:9][CH:10]=[O:11])[CH3:8])[CH3:3]. Procedure details: 200 ml of an agar plate medium (pH 6.0) composed of 5 g of peptone, 3 g of malt extract, 1 g of magnesium sulfate, 40 g of glucose, 20 g of agar and 1 liter of distilled water was poured into a Petri dish made of glass and having a diameter of 21 cm. Using Conradi's rod, this agar medium was inoculated with 2 ml of a one-day culture of Hansenula saturnus IFO 0809. After the microorganism was grown overnight in standing culture, 70 ml of a 2% citronellal solution in decane was placed over the aga... The reactants are S(=O)(=O)([O-])[O-].[Na+].[Na+] (sodium sulfate), FC1=CC=C(C=C1)N1N=CC2=C1C=C1CCN(C[C@]1(C2)C(=O)OC)S(=O)(=O)C2=CC=C(C=C2)C(F)(F)F ((R)-methyl 1-(4-fluorophenyl)-6-((4-(trifluoromethyl)phenyl)sulfonyl)-4,4a,5,6,7,8-hexahydro-1H-pyrazolo[3,4-g]isoquinoline-4a-carboxylate), [H-].C(C(C)C)[Al+]CC(C)C (diisobutylaluminium hydride), C([O-])(O)=O.[Na+] (sodium bicarbonate), resultant mixture. The solvent is O (water), ClCCl (dichloromethane). Conditions: temperature -78 celsius, time 1 hour. Product: FC1=CC=C(C=C1)N1N=CC2=C1C=C1CCN(C[C@]1(C2)C=O)S(=O)(=O)C2=CC=C(C=C2)C(F)(F)F ((R)-1-(4-fluorophenyl)-6-((4-(trifluoromethyl)phenyl)sulfonyl)-4,4a,5,6,7,8-hexahydro-1H-pyrazolo[3,4-g]isoquinoline-4a-carbaldehyde). Isolated yield 31.0%. RXN SMILES: [F:1][C:2]1[CH:7]=[CH:6][C:5]([N:8]2[C:12]3[CH:13]=[C:14]4[C@:19]([C:21](OC)=[O:22])([CH2:20][C:11]=3[CH:10]=[N:9]2)[CH2:18][N:17]([S:25]([C:28]2[CH:33]=[CH:32][C:31]([C:34]([F:37])([F:36])[F:35])=[CH:30][CH:29]=2)(=[O:27])=[O:26])[CH2:16][CH2:15]4)=[CH:4][CH:3]=1.[H-].C([Al+]CC(C)C)C(C)C.C(=O)(O)[O-].[Na+].S([O-])([O-])(=O)=O.[Na+].[Na+]>ClCCl.O>[F:1][C:2]1[CH:7]=[CH:6][C:5]([N:8]2[C:12]3[CH:13]=[C:14]4[C@:19]([CH:21]=[O:22])([CH2:20][C:11]=3[CH:10]=[N:9]2)[CH2:18][N:17]([S:25]([C:28]2[CH:29]=[CH:30][C:31]([C:34]([F:37])([F:35])[F:36])=[CH:32][CH:33]=2)(=[O:27])=[O:26])[CH2:16][CH2:15]4)=[CH:4][CH:3]=1 |f:1.2,3.4,5.6.7|. Procedure: A solution of (R)-methyl 1-(4-fluorophenyl)-6-((4-(trifluoromethyl)phenyl)sulfonyl)-4,4a,5,6,7,8-hexahydro-1H-pyrazolo[3,4-g]isoquinoline-4a-carboxylate (2.12 g, 3.96 mmol) was dissolved in dry dichloromethane and cooled to −78° C. under nitrogen. A solution of diisobutylaluminium hydride (1.0 M in dichloromethane, 16 mmol, 16 mL) was added dropwise maintaining the reaction temperature at <−70° C. and the reaction mixture was stirred at −78° C. for 1 hour. The reaction mixture was treated with w...